Dataset: the Open Reaction Database (ORD), a public repository of structured organic reaction records. Task: describe an organic reaction: reactants, conditions, products, and yield Reactants: COC=1C=CC2=C(NC(=N2)C2=CC=CC=3C(C4=CC=CC=C4C23)=NO)C1 (4-(6-methoxy-1H-benzimidazol-2-yl)-9H-fluoren-9-one oxime). Reagents/catalysts: [Ni] (Raney Nickel). Run in C(C)O (ethanol), O1CCCC1 (tetrahydrofuran). Product: COC=1C=CC2=C(NC(=N2)C2=CC=CC=3C(C4=CC=CC=C4C23)N)C1 (4-(6-methoxy-1H-benzimidazol-2-yl)-9H-fluoren-9(R,S)-ylamine). Yield: 73.1%. Reaction SMILES: [CH3:1][O:2][C:3]1[CH:4]=[CH:5][C:6]2[N:10]=[C:9]([C:11]3[C:23]4[C:22]5[C:17](=[CH:18][CH:19]=[CH:20][CH:21]=5)[C:16](=[N:24]O)[C:15]=4[CH:14]=[CH:13][CH:12]=3)[NH:8][C:7]=2[CH:26]=1>[Ni].C(O)C.O1CCCC1>[CH3:1][O:2][C:3]1[CH:4]=[CH:5][C:6]2[N:10]=[C:9]([C:11]3[C:23]4[C:22]5[C:17](=[CH:18][CH:19]=[CH:20][CH:21]=5)[CH:16]([NH2:24])[C:15]=4[CH:14]=[CH:13][CH:12]=3)[NH:8][C:7]=2[CH:26]=1. Procedure details: Carry out the procedure as in Example 6, starting from 900 mg of 4-(6-methoxy-1H-benzimidazol-2-yl)-9H-fluoren-9-one oxime (Z,E), obtained in the preceding stage, and 1.55 mg of Raney Nickel in 50 ml of ethanol and 50 ml of tetrahydrofuran for 16 hours at 60° C. under a hydrogen pressure of 1 bar. After purification by making a paste in diisopropyl ether, we obtain 631 mg of 4-(6-methoxy-1H-benzimidazol-2-yl)-9H-fluoren-9(R,S)-ylamine, in the form of a brown powder, with the following characteri... Starting materials: IC1=CC(=CC=2C=COC21)S(=O)(=O)NC2=C(C=CC=C2)C (7-Iodo-N-(2-methylphenyl)-1-benzofuran-5-sulfonamide), IC1=CC(=CC=2C=COC21)S(=O)(=O)NC2=C(C=CC=C2)C (7-Iodo-N-(2-methylphenyl)-1-benzofuran-5-sulfonamide), C(CCC)C(=C(CCCC)CCCC)[Sn] (tributylvinyltin), bis(triphenylphosphine)palladium diacetate. The solvent is C(C)#N (acetonitrile). Product: CC1=C(C=CC=C1)NS(=O)(=O)C=1C=C(C2=C(C=CO2)C1)C=C (N-(2-Methylphenyl)-7-vinyl-1-benzofuran-5-sulfonamide). As a reaction SMILES: I[C:2]1[C:10]2[O:9][CH:8]=[CH:7][C:6]=2[CH:5]=[C:4]([S:11]([NH:14][C:15]2[CH:20]=[CH:19][CH:18]=[CH:17][C:16]=2[CH3:21])(=[O:13])=[O:12])[CH:3]=1.[CH2:22](C([Sn])=C(CCCC)CCCC)[CH2:23]CC>C(#N)C>[CH3:21][C:16]1[CH:17]=[CH:18][CH:19]=[CH:20][C:15]=1[NH:14][S:11]([C:4]1[CH:3]=[C:2]([CH:22]=[CH2:23])[C:10]2[O:9][CH:8]=[CH:7][C:6]=2[CH:5]=1)(=[O:13])=[O:12] |^1:23|. Procedure: 7-Iodo-N-(2-methylphenyl)-1-benzofuran-5-sulfonamide (0.41 g, 1 mmol; Intermediate 58), tributylvinyltin (0.32 mL, 1.1 mmol), bis(triphenylphosphine)palladium diacetate (10 mg) and acetonitrile (3 mL) were heated under microwave irradiation to 180° C. for 5 min. The mixture was cooled, filtered and evaporated. The resulting oil was washed with hexane (2×50 mL), dissolved in diethyl ether (50 mL), filtered and evaporated to give the crude product which was crystallized from ethanol:water (3:1). Y...